From a dataset of the Open Reaction Database (ORD), a public repository of structured organic reaction records. describe an organic reaction: reactants, conditions, products, and yield The reactants are C12OC(C(OC1)CC2)=O (2,5-dioxabicyclo[2.2.2]octan-3 one), O1C(CCC=C1)C(=O)[O-].[Na+] (Sodium 3,4-dihydro-2H-Pyran-2-carboxylate), C(C)I (ethyl iodide). Solvent: CN(C=O)C (dimethylformamide). The product is O1C(CCC=C1)C(=O)OCC (ethyl 3,4-dihydro-2H-pyran-2-carboxylate). RXN SMILES: [CH:1]12[CH2:8][CH2:7][CH:4]([O:5][CH2:6]1)[C:3](=[O:9])[O:2]2.O1C=CC[CH2:12][CH:11]1C([O-])=O.[Na+].C(I)C>CN(C)C=O>[O:5]1[CH:6]=[CH:1][CH2:8][CH2:7][CH:4]1[C:3]([O:2][CH2:11][CH3:12])=[O:9] |f:1.2|. Procedure: The synthesis of 2,5-dioxabicyclo[2.2.2]octan-3 one was achieved through a three step reaction sequence as illustrated below: ##STR3## Sodium 3,4-dihydro-2H-Pyran-2-carboxylate was esterified with ethyl iodide in dimethylformamide to afford ethyl 3,4-dihydro-2H-pyran-2-carboxylate. Subsequent hydroboration with a borane solution in tetrahydropyran at 0° C., followed by oxidation with a sodium dichromate-sulfuric acid aqueous solution and subsequent treatment with sodium hydrogen sulfite gave eth...